describe an organic reaction: reactants, conditions, products, and yield From a dataset of the Open Reaction Database (ORD), a public repository of structured organic reaction records. Reactants: C1=C(C=CC2=CC=CC=C12)CO (2-naphthylmethanol), [H-].[Na+] (sodium hydride), O (water), BrC=1C=NC=C(C1)Br (3,5-Dibromopyridine). Run in CN(C=O)C (dimethylformamide), CN(C=O)C (dimethylformamide). Reaction conditions: time 20 minute. The product is BrC=1C=NC=C(C1)OCC1=CC2=CC=CC=C2C=C1 (3-bromo-5-(naphth-2-ylmethoxy)pyridine). Yield: 44.6%. RXN SMILES: [CH:1]1[C:10]2[C:5](=[CH:6][CH:7]=[CH:8][CH:9]=2)[CH:4]=[CH:3][C:2]=1[CH2:11][OH:12].[H-].[Na+].[Br:15][C:16]1[CH:17]=[N:18][CH:19]=[C:20](Br)[CH:21]=1.O>CN(C)C=O>[Br:15][C:16]1[CH:17]=[N:18][CH:19]=[C:20]([O:12][CH2:11][C:2]2[CH:3]=[CH:4][C:5]3[C:10](=[CH:9][CH:8]=[CH:7][CH:6]=3)[CH:1]=2)[CH:21]=1 |f:1.2|. Procedure details: A solution of 2-naphthylmethanol (1.58 g) in dimethylformamide (20 ml) was added to a slurry of sodium hydride (55% w/w dispersion in oil, 0.48 g) in dimethylformamide (2 ml) and the mixture was stirred at ambient temperature for 20 minutes. 3,5-Dibromopyridine (2.37 g) was added and the solution was heated to 120° C. for 5 hours and then allowed to stand at ambient temperature overnight. The mixture was poured into water (160 ml) and extracted with ethyl acetate (3×50 ml). The combined extracts... Reactants: C(CO)O (ethylene glycol), C(N)(=O)N1C(C=CC1=O)=O (N-carbamylmaleimide). The reagents and catalysts are [Cl-].[Zn+2].[Cl-] (zinc chloride). Solvent: C(C)#N (acetonitrile). Run at time 3 hour. The product is C(\C=C/C(NC(N)=O)=O)(=O)OCCOC(\C=C/C(NC(N)=O)=O)=O (ethylene glycol bismaleurate). Yield: 79.5%. As a reaction SMILES: [CH2:1]([OH:4])[CH2:2][OH:3].[C:5]([N:8]1[C:12](=[O:13])[CH:11]=[CH:10][C:9]1=[O:14])(=[O:7])[NH2:6]>C(#N)C.[Cl-].[Zn+2].[Cl-]>[C:12]([O:3][CH2:2][CH2:1][O:4][C:12](=[O:13])/[CH:11]=[CH:10]\[C:9](=[O:14])[NH:8][C:5](=[O:7])[NH2:6])(=[O:13])/[CH:11]=[CH:10]\[C:9](=[O:14])[NH:8][C:5](=[O:7])[NH2:6] |f:3.4.5|. Reported procedure: A mixture of 3 g of ethylene glycol (0.048 moles), 12 g of N-carbamylmaleimide (0.086 moles) and 0.3 g of zinc chloride (0.0022 moles) in 70 mL of acetonitrile was heated to reflux. After 3 hours, a lot of solid material had been produced from the mixture. The mixture was filtered and the solids washed with acetonitrile and dried to afford 11.7 g of ethylene glycol bismaleurate. M.P.: 158°-60° C.; 1H NMR (DMSO-d6): δ 10.5 (s, 2 H), 7.2-7.8 (m, 4 H), 6.2-6.4 (m,4H),4.3(s,4H). The reactants are Nc1ccc(Br)nc1, C1CCOC1, [Li]CCCC, Fc1cccc(F)c1, c1ccc(P(c2ccccc2)(c2ccccc2)[Pd](P(c2ccccc2)(c2ccccc2)c2ccccc2)(P(c2ccccc2)(c2ccccc2)c2ccccc2)P(c2ccccc2)(c2ccccc2)c2ccccc2)cc1. Yields the product Nc1ccc(-c2c(F)cccc2F)nc1. As a reaction SMILES: [Br:14][c:15]1[cH:16][cH:17][c:18]([NH2:21])[cH:19][n:20]1.[CH2:22]1[O:23][CH2:24][CH2:25][CH2:26]1.[CH3:9][CH2:10][CH2:11][CH2:12][Li:13].[F:1][c:2]1[cH:3][cH:4][cH:5][c:6]([F:7])[cH:8]1.[cH:27]1[cH:28][cH:29][c:30]([P:31]([Pd:32]([P:33]([c:34]2[cH:35][cH:36][cH:37][cH:38][cH:39]2)([c:40]2[cH:41][cH:42][cH:43][cH:44][cH:45]2)[c:46]2[cH:47][cH:48][cH:49][cH:50][cH:51]2)([P:52]([c:53]2[cH:54][cH:55][cH:56][cH:57][cH:58]2)([c:59]2[cH:60][cH:61][cH:62][cH:63][cH:64]2)[c:65]2[cH:66][cH:67][cH:68][cH:69][cH:70]2)[P:71]([c:72]2[cH:73][cH:74][cH:75][cH:76][cH:77]2)([c:78]2[cH:79][cH:80][cH:81][cH:82][cH:83]2)[c:84]2[cH:85][cH:86][cH:87][cH:88][cH:89]2)([c:90]2[cH:91][cH:92][cH:93][cH:94][cH:95]2)[c:96]2[cH:97][cH:98][cH:99][cH:100][cH:101]2)[cH:102][cH:103]1>>[F:1][c:2]1[cH:3][cH:4][cH:5][c:6]([F:7])[c:8]1-[c:15]1[cH:16][cH:17][c:18]([NH2:21])[cH:19][n:20]1. Starting materials: ClCC(=O)N1C2=C(C(NC3=C1C=CC=C3)=O)N(N=C2C)C (4-chloroacetyl-1,3-dimethyl-1,4,9,10-tetrahydropyrazolo[4,3-b][1,5]benzodiazepin-10-one), CN1CCNCC1 (N-methylpiperazine), C([O-])(O)=O.[Na+] (sodium bicarbonate). Run in C1(=CC=CC=C1)C (toluene). The product is CN1N=C(C=2N(C3=C(NC(C21)=O)C=CC=C3)C(CN3CCN(CC3)C)=O)C (1,3-dimethyl-4-[(4-methylpiperazin-1-yl)acetyl]-1,4,9,10-tetrahydropyrazolo[4,3-b][1,5]benzodiazepin-10-one). The yield is 52.0%. Reaction SMILES: Cl[CH2:2][C:3]([N:5]1[C:11]2[CH:12]=[CH:13][CH:14]=[CH:15][C:10]=2[NH:9][C:8](=[O:16])[C:7]2[N:17]([CH3:21])[N:18]=[C:19]([CH3:20])[C:6]1=2)=[O:4].[CH3:22][N:23]1[CH2:28][CH2:27][NH:26][CH2:25][CH2:24]1.C(=O)(O)[O-].[Na+]>C1(C)C=CC=CC=1>[CH3:21][N:17]1[C:7]2[C:8](=[O:16])[NH:9][C:10]3[CH:15]=[CH:14][CH:13]=[CH:12][C:11]=3[N:5]([C:3](=[O:4])[CH2:2][N:26]3[CH2:27][CH2:28][N:23]([CH3:22])[CH2:24][CH2:25]3)[C:6]=2[C:19]([CH3:20])=[N:18]1 |f:2.3|. Procedure: 3.5 g of 4-chloroacetyl-1,3-dimethyl-1,4,9,10-tetrahydropyrazolo[4,3-b][1,5]benzodiazepin-10-one, 8.1 g of N-methylpiperazine and 50 ml of toluene are stirred at 80° C. for 2 hours. 60 ml of dilute sodium bicarbonate solution are added to the mixture, the layers are separated and the aqueous phase is extracted by shaking it with toluene several times more before concentrating it to dryness in vacuo. The residue is stirred with 100 ml of isopropanol and is filtered; the filtrate is concentrated i... The reactants are CCOC(C)=O, N#C[Cu], CC1C(c2cc(C(F)(F)F)cc(C(F)(F)F)c2)OC(=O)N1Cc1cc(C(F)(F)F)ccc1I, CN(C)C=O. The product is CC1C(c2cc(C(F)(F)F)cc(C(F)(F)F)c2)OC(=O)N1Cc1cc(C(F)(F)F)ccc1C#N. RXN SMILES: [CH3:42][CH2:43][O:44][C:45]([CH3:46])=[O:47].[Cu:34][C:35]#[N:36].[F:1][C:2]([c:3]1[cH:4][c:5]([CH:13]2[CH:14]([CH3:31])[N:15]([CH2:19][c:20]3[c:21]([I:30])[cH:22][cH:23][c:24]([C:26]([F:27])([F:28])[F:29])[cH:25]3)[C:16](=[O:18])[O:17]2)[cH:6][c:7]([C:9]([F:10])([F:11])[F:12])[cH:8]1)([F:32])[F:33].[O:37]=[CH:38][N:39]([CH3:40])[CH3:41]>>[F:1][C:2]([c:3]1[cH:4][c:5]([CH:13]2[CH:14]([CH3:31])[N:15]([CH2:19][c:20]3[c:21]([C:35]#[N:36])[cH:22][cH:23][c:24]([C:26]([F:27])([F:28])[F:29])[cH:25]3)[C:16](=[O:18])[O:17]2)[cH:6][c:7]([C:9]([F:10])([F:11])[F:12])[cH:8]1)([F:32])[F:33]. The reactants are [Al+3], COC(=O)c1ccc(OC)c(Br)c1O, Cl, [H-], [H-], [H-], C1CCOC1, O. Yields the product COc1ccc(CO)c(O)c1Br. As a reaction SMILES: [Al+3:16].[Br:1][c:2]1[c:3]([OH:14])[c:4]([C:5](=[O:6])[O:7][CH3:8])[cH:9][cH:10][c:11]1[O:12][CH3:13].[ClH:19].[H-:15].[H-:17].[H-:18].[O:20]1[CH2:21][CH2:22][CH2:23][CH2:24]1.[OH2:25]>>[Br:1][c:2]1[c:3]([OH:14])[c:4]([CH2:5][OH:6])[cH:9][cH:10][c:11]1[O:12][CH3:13]. Reactants: C(C)(C)(C)OC(=O)N[C@@H]1C(O[C@H]([C@@H]([C@H](C(OC1)=O)CC(=O)O)OC(C(C)C)=O)C)=O (2-((3S,7R,8R,9S)-3-(tert-butoxycarbonylamino)-8-(isobutyryloxy)-9-methyl-2,6-dioxo-1,5-dioxonan-7-yl)acetic acid), CN1CCOCC1 (N-methylmorpholine), C(C(C)C)OC(=O)Cl (isobutylchloroformate), SC1=[N+](C=CC=C1)[O-] (2-mercaptopyridine N-oxide), TEA, [Al] (aluminum). Run in C1CCOC1 (THF), C1CCOC1 (THF). Run at time 5 minute. Yields the product C(C(C)C)(=O)O[C@H]1[C@@H](OC([C@H](COC([C@@H]1CSC1=NC=CC=C1)=O)NC(=O)OC(C)(C)C)=O)C ((3S,6S,7R,8R)-3-(tert-butoxycarbonylamino)-6-methyl-4,9-dioxo-8-((pyridin-2-ylthio)methyl)-1,5-dioxonan-7-yl isobutyrate). The yield is 28.4%. RXN SMILES: [C:1]([O:5][C:6]([NH:8][C@H:9]1[CH2:17][O:16][C:15](=[O:18])[C@H:14]([CH2:19]C(O)=O)[C@@H:13]([O:23][C:24](=[O:28])[CH:25]([CH3:27])[CH3:26])[C@H:12]([CH3:29])[O:11][C:10]1=[O:30])=[O:7])([CH3:4])([CH3:3])[CH3:2].CN1CCOCC1.C(OC(Cl)=O)C(C)C.[SH:46][C:47]1[CH:52]=[CH:51][CH:50]=[CH:49][N+:48]=1[O-].[Al]>C1COCC1>[C:24]([O:23][C@@H:13]1[C@@H:14]([CH2:19][S:46][C:47]2[CH:52]=[CH:51][CH:50]=[CH:49][N:48]=2)[C:15](=[O:18])[O:16][CH2:17][C@H:9]([NH:8][C:6]([O:5][C:1]([CH3:3])([CH3:2])[CH3:4])=[O:7])[C:10](=[O:30])[O:11][C@H:12]1[CH3:29])(=[O:28])[CH:25]([CH3:27])[CH3:26]. Procedure details: To a solution of 2-((3S,7R,8R,9S)-3-(tert-butoxycarbonylamino)-8-(isobutyryloxy)-9-methyl-2,6-dioxo-1,5-dioxonan-7-yl)acetic acid (500 mg, 1.2 mmol) in anhydrous THF (7 mL) at −15° C. was added N-methylmorpholine (127 μL, 1.2 mmol) and isobutylchloroformate (152 μL, 1.2 mmol). The mixture was stirred for 5 min and then treated with a solution of 2-mercaptopyridine N-oxide (177 mg, 1.4 mmol) and TEA (162 μL, 1.2 mmol) in THF (2 mL). The reaction was stirred at −15° C. in the dark (covered with al...